Task: describe an organic reaction: reactants, conditions, products, and yield. Dataset: the Open Reaction Database (ORD), a public repository of structured organic reaction records Starting materials: [Al+3], [BH4-], O=C(O)c1ccc(F)c(Br)c1, COCCOCCOC, COC(C)(C)C, [Cl-], [Cl-], [Cl-], Cl, [Na+], O. Yields the product OCc1ccc(F)c(Br)c1. Reaction SMILES: [Al+3:2].[BH4-:16].[Br:5][c:6]1[cH:7][c:8]([C:9](=[O:10])[OH:11])[cH:12][cH:13][c:14]1[F:15].[CH3:19][O:20][CH2:21][CH2:22][O:23][CH2:24][CH2:25][O:26][CH3:27].[CH3:28][O:29][C:30]([CH3:31])([CH3:32])[CH3:33].[Cl-:1].[Cl-:3].[Cl-:4].[ClH:18].[Na+:17].[OH2:34]>>[Br:5][c:6]1[cH:7][c:8]([CH2:9][OH:10])[cH:12][cH:13][c:14]1[F:15]. Starting materials: CCOC(=O)c1cc(C)n(CC)n1, CCO, [K+], [OH-], O. Product: CCn1nc(C(=O)O)cc1C. As a reaction SMILES: [CH2:1]([CH3:2])[n:3]1[n:4][c:5]([C:9](=[O:10])[O:11][CH2:12][CH3:13])[cH:6][c:7]1[CH3:8].[CH3:17][CH2:18][OH:19].[K+:15].[OH-:14].[OH2:16]>>[CH2:1]([CH3:2])[n:3]1[n:4][c:5]([C:9](=[O:10])[OH:11])[cH:6][c:7]1[CH3:8]. Reactants: C(C)(C)(C)C=1N=C(SC1)C=1OC2=C(C1)C=C(C=C2)O (4-tert-butyl 2-(5-hydroxybenzofuran-2-yl)thiazole), [H-].[Na+] (sodium hydride), ice water, BrCC=1C=C(C#N)C=CC1 (3-bromomethylbenzonitrile). The solvent is CN(C=O)C (N,N-dimethylformamide). Conditions: time 10 minute. Yields the product C(C)(C)(C)C=1N=C(SC1)C=1OC2=C(C1)C=C(C=C2)OCC2=CC(=CC=C2)C#N (4-tert-butyl-2-[5-(3-cyanophenylmethoxy)benzofuran-2-yl]thiazole). The yield is 81.0%. Reaction SMILES: [C:1]([C:5]1[N:6]=[C:7]([C:10]2[O:11][C:12]3[CH:18]=[CH:17][C:16]([OH:19])=[CH:15][C:13]=3[CH:14]=2)[S:8][CH:9]=1)([CH3:4])([CH3:3])[CH3:2].[H-].[Na+].Br[CH2:23][C:24]1[CH:25]=[C:26]([CH:29]=[CH:30][CH:31]=1)[C:27]#[N:28]>CN(C)C=O>[C:1]([C:5]1[N:6]=[C:7]([C:10]2[O:11][C:12]3[CH:18]=[CH:17][C:16]([O:19][CH2:23][C:24]4[CH:31]=[CH:30][CH:29]=[C:26]([C:27]#[N:28])[CH:25]=4)=[CH:15][C:13]=3[CH:14]=2)[S:8][CH:9]=1)([CH3:4])([CH3:2])[CH3:3] |f:1.2|. Procedure details: To a cooled solution of 4-tert-butyl 2-(5-hydroxybenzofuran-2-yl)thiazole (0.33 g) in N,N-dimethylformamide (5 ml), sodium hydride ((60% in mineral oil) 55 mg) was added below 10° C. After being stirred for 10 minutes, 3-bromomethylbenzonitrile (0.26 g) was added to the mixture. After being stirred at ambient temperature for 2 hours, the resulting mixture was poured into ice-water and extracted with ethyl acetate. The organic layer was washed with brine, dried over magnesium sulfate, and concent... Starting materials: FC1=CC=C(COC2=CC(N(C=C2)C=2C=CC=3N(C2)C(=C(N3)C(=O)N(C)OC)C)=O)C=C1 (6-(4-((4-fluorobenzyl)oxy)-2-oxopyridin-1(2H)-yl)-N-methoxy-N,3-dimethylimidazo[1,2-a]pyridine-2-carboxamide), C[Mg]Br (methylmagnesium bromide). Solvent: C1CCOC1 (THF). Conditions: time 2 hour. The product is C(C)(=O)C=1N=C2N(C=C(C=C2)N2C(C=C(C=C2)OCC2=CC=C(C=C2)F)=O)C1C (1-(2-Acetyl-3-methylimidazo[1,2-a]pyridin-6-yl)-4-((4-fluorobenzyl)oxy)pyridin-2(1H)-one). As a reaction SMILES: [F:1][C:2]1[CH:32]=[CH:31][C:5]([CH2:6][O:7][C:8]2[CH:13]=[CH:12][N:11]([C:14]3[CH:15]=[CH:16][C:17]4[N:18]([C:20]([CH3:29])=[C:21]([C:23](N(OC)C)=[O:24])[N:22]=4)[CH:19]=3)[C:10](=[O:30])[CH:9]=2)=[CH:4][CH:3]=1.[CH3:33][Mg]Br>C1COCC1>[C:23]([C:21]1[N:22]=[C:17]2[CH:16]=[CH:15][C:14]([N:11]3[CH:12]=[CH:13][C:8]([O:7][CH2:6][C:5]4[CH:4]=[CH:3][C:2]([F:1])=[CH:32][CH:31]=4)=[CH:9][C:10]3=[O:30])=[CH:19][N:18]2[C:20]=1[CH3:29])(=[O:24])[CH3:33]. Procedure: To a stirred solution of 6-(4-((4-fluorobenzyl)oxy)-2-oxopyridin-1(2H)-yl)-N-methoxy-N,3-dimethylimidazo[1,2-a]pyridine-2-carboxamide (150 mg) in THF (10 ml) was added methylmagnesium bromide (3 M ether solution, 344 μl) at −78° C., and the resulting mixture was stirred at the same temperature for 2 h. The reaction mixture was then quenched with saturated aqueous NH4Cl (40 ml) at −78° C., and slowly warmed to room temperature. The reaction mixture was concentrated in vacuo and diluted with EtOAc... Starting materials: [N+](=O)([O-])C1=CC=C(OC2=CC(=NC=C2)NC(N(C2CCN(CC2)C)C)=O)C=C1 (3-[4-(4-Nitrophenoxy)pyridin-2-yl]-1-methyl-1-(1-methylpiperidin-4-yl)urea), [H][H] (hydrogen). The reagents and catalysts are [C].[Pd] (palladium carbon). Solvent: O1CCCC1 (tetrahydrofuran), CO (methanol). Conditions: time 8 hour. Product: NC1=CC=C(OC2=CC(=NC=C2)NC(N(C2CCN(CC2)C)C)=O)C=C1 (3-[4-(4-Aminophenoxy)pyridin-2-yl]-1-methyl-1-(1-methylpiperidin-4-yl)urea). Reaction SMILES: [N+:1]([C:4]1[CH:28]=[CH:27][C:7]([O:8][C:9]2[CH:14]=[CH:13][N:12]=[C:11]([NH:15][C:16](=[O:26])[N:17]([CH3:25])[CH:18]3[CH2:23][CH2:22][N:21]([CH3:24])[CH2:20][CH2:19]3)[CH:10]=2)=[CH:6][CH:5]=1)([O-])=O.[H][H]>O1CCCC1.CO.[C].[Pd]>[NH2:1][C:4]1[CH:28]=[CH:27][C:7]([O:8][C:9]2[CH:14]=[CH:13][N:12]=[C:11]([NH:15][C:16](=[O:26])[N:17]([CH3:25])[CH:18]3[CH2:19][CH2:20][N:21]([CH3:24])[CH2:22][CH2:23]3)[CH:10]=2)=[CH:6][CH:5]=1 |f:4.5|. Reported procedure: 3-[4-(4-Nitrophenoxy)pyridin-2-yl]-1-methyl-1-(1-methylpiperidin-4-yl)urea was dissolved in tetrahydrofuran (4 ml)-methanol (4 ml), and then 10% palladium carbon (65 mg) was added thereto under a nitrogen atmosphere, followed by replacing with hydrogen inside the system and stirring overnight. After replacing with nitrogen inside the system, the reaction mixture was filtered to remove the catalyst, which was washed with methanol. The filtrate was concentrated under a reduced pressure to give a r...